describe an organic reaction: reactants, conditions, products, and yield From a dataset of the Open Reaction Database (ORD), a public repository of structured organic reaction records. Starting materials: CC(=O)OC(C)=O, CC(=O)O, O, O=C(O)c1cc(Cl)ccc1O, O=S(=O)(O)O. The product is CC(=O)OC(=O)c1cc(Cl)ccc1O. Reaction SMILES: [CH3:17][C:18](=[O:19])[O:20][C:21](=[O:22])[CH3:23].[CH3:24][C:25](=[O:26])[OH:27].[OH2:28].[OH:1][C:2](=[O:3])[c:4]1[cH:5][c:6]([Cl:7])[cH:8][cH:9][c:10]1[OH:11].[S:12](=[O:13])(=[O:14])([OH:15])[OH:16]>>[O:1]=[C:2]([O:3][C:18]([CH3:17])=[O:19])[c:4]1[cH:5][c:6]([Cl:7])[cH:8][cH:9][c:10]1[OH:11].